describe an organic reaction: reactants, conditions, products, and yield From a dataset of the Open Reaction Database (ORD), a public repository of structured organic reaction records. Starting materials: O=C([O-])O, COCCOC, COC(=O)c1ccc(OC)cc1OS(=O)(=O)C(F)(F)F, OB(O)c1ccc(F)cc1, [Na+], [Pd], c1ccc(P(c2ccccc2)c2ccccc2)cc1, c1ccc(P(c2ccccc2)c2ccccc2)cc1, c1ccc(P(c2ccccc2)c2ccccc2)cc1, c1ccc(P(c2ccccc2)c2ccccc2)cc1. Yields the product COC(=O)c1ccc(OC)cc1-c1ccc(F)cc1. As a reaction SMILES: [C:1](=[O:2])([O-:3])[OH:4].[CH3:36][O:37][CH2:38][CH2:39][O:40][CH3:41].[CH3:6][O:7][c:8]1[cH:9][c:10]([O:18][S:19]([C:20]([F:21])([F:22])[F:23])(=[O:24])=[O:25])[c:11]([C:12](=[O:13])[O:14][CH3:15])[cH:16][cH:17]1.[F:26][c:27]1[cH:28][cH:29][c:30]([B:33]([OH:34])[OH:35])[cH:31][cH:32]1.[Na+:5].[Pd:42].[c:100]1([P:101]([c:102]2[cH:103][cH:104][cH:105][cH:106][cH:107]2)[c:108]2[cH:109][cH:110][cH:111][cH:112][cH:113]2)[cH:114][cH:115][cH:116][cH:117][cH:118]1.[c:43]1([P:44]([c:45]2[cH:46][cH:47][cH:48][cH:49][cH:50]2)[c:51]2[cH:52][cH:53][cH:54][cH:55][cH:56]2)[cH:57][cH:58][cH:59][cH:60][cH:61]1.[c:62]1([P:63]([c:64]2[cH:65][cH:66][cH:67][cH:68][cH:69]2)[c:70]2[cH:71][cH:72][cH:73][cH:74][cH:75]2)[cH:76][cH:77][cH:78][cH:79][cH:80]1.[c:81]1([P:82]([c:83]2[cH:84][cH:85][cH:86][cH:87][cH:88]2)[c:89]2[cH:90][cH:91][cH:92][cH:93][cH:94]2)[cH:95][cH:96][cH:97][cH:98][cH:99]1>>[CH3:6][O:7][c:8]1[cH:9][c:10](-[c:30]2[cH:29][cH:28][c:27]([F:26])[cH:32][cH:31]2)[c:11]([C:12](=[O:13])[O:14][CH3:15])[cH:16][cH:17]1. The reactants are C[Si](Cl)(C)C (trimethylchlorosilane), solution, C(C)(C)(C)[Li] (tert-butyllithium), CC1C(=C(C2=CC=CC=C12)C)C (1,2,3-Trimethylindene), resultant solution, O (water). Solvent: CCCCC (pentane), C1CCOC1 (THF). Reaction conditions: time 8 hour. Product: CC1C(=C(C2=C(C=CC=C12)[Si](C)(C)C)C)C (1,2,3-trimethylindenyltrimethylsilane). As a reaction SMILES: [CH3:1][CH:2]1[C:10]2[C:5](=[CH:6][CH:7]=[CH:8][CH:9]=2)[C:4]([CH3:11])=[C:3]1[CH3:12].C([Li])(C)(C)C.[CH3:18][Si:19]([CH3:22])([CH3:21])Cl.O>C1COCC1.CCCCC>[CH3:1][CH:2]1[C:10]2[C:5](=[C:6]([Si:19]([CH3:22])([CH3:21])[CH3:18])[CH:7]=[CH:8][CH:9]=2)[C:4]([CH3:11])=[C:3]1[CH3:12]. Reported procedure: 1,2,3-Trimethylindene in an amount of 4.09 g (26 mmol) was dissolved in 100 mL of dried THF, and to the resultant solution was added dropwise, under ice-cooling 19 mL of a 1.7M solution of tert-butyllithium in pentane. After 2 hours of reaction at room temperature, the reaction product was incorporated under ice-cooling with 3.25 g (30 mmol, 3.8 mL) of trimethylchlorosilane (TMSCl) that had been subjected to simple distillation, was brought back to room temperature and was allowed to stand overn... The reactants are C(CC)(=O)O.C(CC)(=O)O.O[C@@H]1[C@]2(C)[C@@H](CC1)[C@@H]1CCC3=CC(CC[C@]3(CO)[C@H]1CC2)=O (17β,19-dihydroxy-4-androsten-3-one dipropionate), C(CC)(=O)O.C(CC)(=O)O.O[C@@]1([C@]2(C)[C@@H](CC1)[C@@H]1CCC3=CC(CC[C@]3(CO)[C@H]1CC2)=O)C (17β,19-dihydroxy-17α-methyl-4-androsten-3-one dipropionate), 17β,19-dihydroxy-6α,17α-dimethyl-4-androsten-3-one dipropionate, C(CC)(=O)O.OC[C@]12CCC(C=C1CC[C@H]1[C@@H]3CCC([C@@]3(C)CC[C@H]21)=O)=O (19-hydroxy-4-androstene-3,17-dione propionate), C(CC)(=O)O.C(CC)(=O)O.O[C@@H]1[C@]2(C)[C@@H](CC1)[C@@H]1[C@@H](CC3=CC(CC[C@]3(CO)[C@H]1CC2)=O)C (17β,19-dihydroxy-7α-methyl-4-androsten-3-one dipropionate). Yields the product C(CC)(=O)O.C(CC)(=O)O.O[C@@]1([C@]2(C)[C@@H](CC1)[C@@H]1CCC3=CC(C=C[C@]3(CO)[C@H]1CC2)=O)C (17β,19-dihydroxy-17α-methyl-1,4-androstadien-3-one dipropionate), C(CC)(=O)O.OC[C@]12C=CC(C=C1CC[C@H]1[C@@H]3CCC([C@@]3(C)CC[C@H]21)=O)=O (19-hydroxy-1,4-androstadiene-3,17-dione propionate), C(CC)(=O)O.C(CC)(=O)O.O[C@@H]1[C@]2(C)[C@@H](CC1)[C@@H]1[C@@H](CC3=CC(C=C[C@]3(CO)[C@H]1CC2)=O)C (17β,19-dihydroxy-7α-methyl-1,4-androstadien-3-one dipropionate), 17β,19-dihydroxy-6α,17α-dimethyl-1,4-androstadien-3-one dipropionate. Reaction SMILES: [C:1]([OH:5])(=[O:4])[CH2:2][CH3:3].[C:6]([OH:10])(=O)[CH2:7][CH3:8].[OH:11][C@@:12]1([CH3:33])[CH2:17][CH2:16][C@H:15]2[C@H:18]3[C@H:29]([CH2:30][CH2:31][C@:13]12[CH3:14])[C@:26]1(CO)[C:21](=[CH:22]C(=O)CC1)[CH2:20][CH2:19]3.[C:34](O)(=O)CC.OC[C@@]12[C@@H]3[C@H]([C@H]4[C@@](CC3)(C)C(=O)CC4)CCC1=CC(=O)CC2.C(O)(=O)CC.C(O)(=O)CC.O[C@H]1CC[C@H]2[C@H]3[C@H](CC[C@]12C)[C@]1(CO)C(=CC(=O)CC1)C[C@H]3C.C(O)(=O)CC.C(O)(=O)CC.O[C@H]1CC[C@H]2[C@H]3[C@H](CC[C@]12C)[C@]1(CO)C(=CC(=O)CC1)CC3>>[C:1]([OH:5])(=[O:4])[CH2:2][CH3:3].[C:1]([OH:5])(=[O:4])[CH2:2][CH3:3].[OH:11][C@@:12]1([CH3:33])[CH2:17][CH2:16][C@H:15]2[C@H:18]3[C@H:3]([CH2:30][CH2:31][C@:13]12[CH3:14])[C@:2]1([CH2:1][OH:5])[C:21](=[CH:22][C:6](=[O:10])[CH:7]=[CH:8]1)[CH2:20][CH2:19]3.[C:1]([OH:5])(=[O:4])[CH2:2][CH3:3].[OH:11][CH2:12][C@@:13]12[C@@H:15]3[C@H:18]([C@H:19]4[C@@:2]([CH2:3][CH2:16]3)([CH3:34])[C:1](=[O:5])[CH2:21][CH2:20]4)[CH2:29][CH2:26][C:8]1=[CH:7][C:6](=[O:10])[CH:30]=[CH:31]2.[C:1]([OH:5])(=[O:4])[CH2:2][CH3:3].[C:1]([OH:5])(=[O:4])[CH2:2][CH3:3].[OH:11][C@H:12]1[CH2:17][CH2:16][C@H:15]2[C@H:18]3[C@H:3]([CH2:30][CH2:31][C@:13]12[CH3:14])[C@:2]1([CH2:1][OH:5])[C:21](=[CH:26][C:6](=[O:10])[CH:7]=[CH:8]1)[CH2:20][C@H:19]3[CH3:34] |f:0.1.2,3.4,5.6.7,8.9.10,11.12.13,14.15,16.17.18|. Procedure: Following essentially the same procedure and substituting 17β,19-dihydroxy-17α-methyl-4-androsten-3-one dipropionate, 19-hydroxy-4-androstene-3,17-dione propionate, 17β,19-dihydroxy-7α-methyl-4-androsten-3-one dipropionate, and 17β,19-dihydroxy-6α,17α-dimethyl-4-androsten-3-one dipropionate for the 17β,19-dihydroxy-4-androsten-3-one dipropionate above results in the formation of 17β,19-dihydroxy-17α-methyl-1,4-androstadien-3-one dipropionate, 19-hydroxy-1,4-androstadiene-3,17-dione propionate, 1... The reactants are CO, N#CCC(C1CCCC1)n1cc(-c2ccnc(Nc3ccc([N+](=O)[O-])cc3)n2)cn1. Yields the product N#CCC(C1CCCC1)n1cc(-c2ccnc(Nc3ccc(N)cc3)n2)cn1. Reaction SMILES: [CH3:31][OH:32].[CH:1]1([CH:6]([CH2:7][C:8]#[N:9])[n:10]2[n:11][cH:12][c:13](-[c:15]3[n:16][c:17]([NH:21][c:22]4[cH:23][cH:24][c:25]([N+:28]([O-:29])=[O:30])[cH:26][cH:27]4)[n:18][cH:19][cH:20]3)[cH:14]2)[CH2:2][CH2:3][CH2:4][CH2:5]1>>[CH:1]1([CH:6]([CH2:7][C:8]#[N:9])[n:10]2[n:11][cH:12][c:13](-[c:15]3[n:16][c:17]([NH:21][c:22]4[cH:23][cH:24][c:25]([NH2:28])[cH:26][cH:27]4)[n:18][cH:19][cH:20]3)[cH:14]2)[CH2:2][CH2:3][CH2:4][CH2:5]1. Reactants: CN(C)C=O, OC1(C2CCCCC2)CCC2(CC1)OCCO2, ClCCl, [H-], CI, [Na+], O. Yields the product COC1(C2CCCCC2)CCC2(CC1)OCCO2. As a reaction SMILES: [CH3:23][N:24]([CH3:25])[CH:26]=[O:27].[CH:1]1([C:7]2([OH:17])[CH2:8][CH2:9][C:10]3([O:11][CH2:12][CH2:13][O:14]3)[CH2:15][CH2:16]2)[CH2:2][CH2:3][CH2:4][CH2:5][CH2:6]1.[Cl:28][CH2:29][Cl:30].[H-:20].[I:18][CH3:19].[Na+:21].[OH2:22]>>[CH:1]1([C:7]2([O:17][CH3:19])[CH2:8][CH2:9][C:10]3([O:11][CH2:12][CH2:13][O:14]3)[CH2:15][CH2:16]2)[CH2:2][CH2:3][CH2:4][CH2:5][CH2:6]1. Reactants: O=C([O-])[O-], CN(C)C=O, O=[N+]([O-])c1ccc(Cl)nc1, [K+], [K+], Cc1ccc(NC(=O)OC(C)(C)C)cc1O. The product is Cc1ccc(NC(=O)OC(C)(C)C)cc1Oc1ccc([N+](=O)[O-])cn1. As a reaction SMILES: [C:27](=[O:28])([O-:29])[O-:30].[CH3:33][N:34]([CH3:35])[CH:36]=[O:37].[Cl:1][c:2]1[n:3][cH:4][c:5]([N+:8](=[O:9])[O-:10])[cH:6][cH:7]1.[K+:31].[K+:32].[OH:11][c:12]1[cH:13][c:14]([NH:19][C:20]([O:21][C:22]([CH3:23])([CH3:24])[CH3:25])=[O:26])[cH:15][cH:16][c:17]1[CH3:18]>>[c:2]1([O:11][c:12]2[cH:13][c:14]([NH:19][C:20]([O:21][C:22]([CH3:23])([CH3:24])[CH3:25])=[O:26])[cH:15][cH:16][c:17]2[CH3:18])[n:3][cH:4][c:5]([N+:8](=[O:9])[O-:10])[cH:6][cH:7]1. The reactants are IC=1C=NN(C1)C1CCC(CC1)=O (4-(4-iodo-pyrazol-1-yl)-cyclohexanone), N1CC(C1)NC(=O)CNC(C1=CC(=CC=C1)C(F)(F)F)=O (N-(azetidin-3-ylcarbamoylmethyl)-3-trifluoromethyl-benzamide). The product is IC=1C=NN(C1)C1CCC(CC1)N1CC(C1)NC(=O)CNC(C1=CC(=CC=C1)C(F)(F)F)=O (N-({1-[4-(4-Iodo-pyrazol-1-yl)-cyclohexyl]-azetidin-3-ylcarbamoyl}-methyl)-3-trifluoromethyl-benzamide). As a reaction SMILES: [I:1][C:2]1[CH:3]=[N:4][N:5]([CH:7]2[CH2:12][CH2:11][C:10](=O)[CH2:9][CH2:8]2)[CH:6]=1.[NH:14]1[CH2:17][CH:16]([NH:18][C:19]([CH2:21][NH:22][C:23](=[O:34])[C:24]2[CH:29]=[CH:28][CH:27]=[C:26]([C:30]([F:33])([F:32])[F:31])[CH:25]=2)=[O:20])[CH2:15]1>>[I:1][C:2]1[CH:3]=[N:4][N:5]([CH:7]2[CH2:12][CH2:11][CH:10]([N:14]3[CH2:17][CH:16]([NH:18][C:19]([CH2:21][NH:22][C:23](=[O:34])[C:24]4[CH:29]=[CH:28][CH:27]=[C:26]([C:30]([F:33])([F:31])[F:32])[CH:25]=4)=[O:20])[CH2:15]3)[CH2:9][CH2:8]2)[CH:6]=1. Procedure details: The title compounds were prepared as white solids from the reductive amination of 4-(4-iodo-pyrazol-1-yl)-cyclohexanone (as prepared in the previous step) and N-(azetidin-3-ylcarbamoylmethyl)-3-trifluoromethyl-benzamide (as prepared in Example 2 Step C) using the procedure described in Step D of Example 1.